From a dataset of the Open Reaction Database (ORD), a public repository of structured organic reaction records. describe an organic reaction: reactants, conditions, products, and yield Reactants: CCOC(=O)c1ccc2c(c1)C(O)C(C)(C)C(c1cc(Cl)cc(Br)c1)N2, CC[SiH](CC)CC, O=C(O)C(F)(F)F. Yields the product CCOC(=O)c1ccc2c(c1)CC(C)(C)C(c1cc(Cl)cc(Br)c1)N2. RXN SMILES: [CH2:1]([CH3:2])[O:3][C:4](=[O:5])[c:6]1[cH:7][c:8]2[c:13]([cH:14][cH:15]1)[NH:12][CH:11]([c:16]1[cH:17][c:18]([Br:23])[cH:19][c:20]([Cl:22])[cH:21]1)[C:10]([CH3:24])([CH3:25])[CH:9]2[OH:26].[CH2:34]([SiH:35]([CH2:36][CH3:37])[CH2:38][CH3:39])[CH3:40].[OH:27][C:28]([C:29]([F:30])([F:31])[F:32])=[O:33]>>[CH2:1]([CH3:2])[O:3][C:4](=[O:5])[c:6]1[cH:7][c:8]2[c:13]([cH:14][cH:15]1)[NH:12][CH:11]([c:16]1[cH:17][c:18]([Br:23])[cH:19][c:20]([Cl:22])[cH:21]1)[C:10]([CH3:24])([CH3:25])[CH2:9]2. Reagents/catalysts: [Pd] (palladium-on-carbon). Reaction SMILES: C([N:8]1[CH:13]([CH2:14][F:15])[CH2:12][N:11](CC2C=CC=CC=2)[CH2:10][CH:9]1[CH2:23][F:24])C1C=CC=CC=1.Cl.[H][H]>CO.[Pd]>[F:24][CH2:23][CH:9]1[CH2:10][NH:11][CH2:12][CH:13]([CH2:14][F:15])[NH:8]1. The reactants are Cl (hydrochloric acid), [H][H] (hydrogen), C(C1=CC=CC=C1)N1C(CN(CC1CF)CC1=CC=CC=C1)CF (1,4-dibenzyl-2,6-bis(fluoromethyl)piperazine). Solvent: CO (methanol). Product: FCC1NC(CNC1)CF (2,6-bis(fluoromethyl)piperazine). The yield is 137.6%. Procedure: A mixture of a suspension of 5.03 g (0.015 mole) of 1,4-dibenzyl-2,6-bis(fluoromethyl)piperazine isomer B [prepared as described in step (b) above] in 130 ml of methanol and 6 ml of concentrated aqueous hydrochloric acid was stirred vigorously under a stream of hydrogen at room temperature for 1 hour in the presence of 0.6 g of 20% w/w palladium-on-carbon. At the end of this time, the catalyst was removed by filtration, and the filtrate was concentrated by evaporation under reduced pressure. The...